This data is from the Open Reaction Database (ORD), a public repository of structured organic reaction records. The task is: describe an organic reaction: reactants, conditions, products, and yield Reactants: [O-][Mo](=O)(=O)[O-].[Na+].[Na+] (sodium molybdate). The reagents and catalysts are [N+](=O)([O-])[O-].[Ag+] (silver nitrate). Run in O (water), O (water). Conditions: time 5 minute. Yields the product O.O.[O-][Mo](=O)(=O)[O-].[Na+].[Na+] (sodium molybdate dihydrate). The yield is 76.0%. As a reaction SMILES: [O-:1][Mo:2]([O-:5])(=[O:4])=[O:3].[Na+:6].[Na+]>O.[N+]([O-])([O-])=O.[Ag+]>[OH2:1].[OH2:1].[O-:4][Mo:2]([O-:5])(=[O:3])=[O:1].[Na+:6].[Na+:6] |f:0.1.2,4.5,6.7.8.9.10|. Reported procedure: A solution of about 5.0 grams of sodium molybdate dihydrate and 20 milliliters of water was prepared in a glass flask. A solution of about 7.0 grams of silver nitrate in 20 milliliters of water was separately prepared in another glass flask and then added to the sodium molybdate-containing solution. A white precipitate immediately appeared. The reaction mixture was stirred for five minutes, and the precipitate was then recovered by filtration. The recovered precipitate was washed with water, the...